From a dataset of the Open Reaction Database (ORD), a public repository of structured organic reaction records. describe an organic reaction: reactants, conditions, products, and yield The reactants are C(C)(=O)O[C@@H]1[C@]2(C)[C@@H](CC1)[C@@H]1[C@@H](CC=3C=C(C=CC3[C@H]1CC2)OC2OCCCC2)CCCCCOC(C)=O (17β-acetoxy-7α-(5-acetoxypentyl)-3-(tetrahydropyran-2-yloxy)-estra-1,3,5(10)-triene), [OH-].[Na+] (sodium hydroxide). The solvent is C(C)OCC (diethyl ether), CO (methanol). The product is C(C)(=O)O[C@@H]1[C@]2(C)[C@@H](CC1)[C@@H]1[C@@H](CC=3C=C(C=CC3[C@H]1CC2)OC2OCCCC2)CCCCCO (17β-acetoxy-7α-(5-hydroxypentyl)-3-(tetrahydropyran-2-yloxy)-estra-1,3,5(10)-triene). Isolated yield 59.7%. As a reaction SMILES: [C:1]([O:4][C@H:5]1[CH2:10][CH2:9][C@H:8]2[C@H:11]3[C@H:20]([CH2:21][CH2:22][C@:6]12[CH3:7])[C:19]1[CH:18]=[CH:17][C:16]([O:23][CH:24]2[CH2:29][CH2:28][CH2:27][CH2:26][O:25]2)=[CH:15][C:14]=1[CH2:13][C@H:12]3[CH2:30][CH2:31][CH2:32][CH2:33][CH2:34][O:35]C(=O)C)(=[O:3])[CH3:2].[OH-].[Na+]>CO.C(OCC)C>[C:1]([O:4][C@H:5]1[CH2:10][CH2:9][C@H:8]2[C@H:11]3[C@H:20]([CH2:21][CH2:22][C@:6]12[CH3:7])[C:19]1[CH:18]=[CH:17][C:16]([O:23][CH:24]2[CH2:29][CH2:28][CH2:27][CH2:26][O:25]2)=[CH:15][C:14]=1[CH2:13][C@H:12]3[CH2:30][CH2:31][CH2:32][CH2:33][CH2:34][OH:35])(=[O:3])[CH3:2] |f:1.2|. Reported procedure: A solution of 10.2 g of 17β-acetoxy-7α-(5-acetoxypentyl)-3-(tetrahydropyran-2-yloxy)-estra-1,3,5(10)-triene in 205 ml of methanol is stirred with 33.7 ml of sodium hydroxide solution for 45 minutes at 15° C. Then, it is diluted with diethyl ether, washed with water, dried on sodium sulfate and concentrated by evaporation in a vacuum. 5.6 g of 17β-acetoxy-7α-(5-hydroxypentyl)-3-(tetrahydropyran-2-yloxy)-estra-1,3,5(10)-triene is obtained. [α]D22 =+32.2°(c=0.505% in chloroform)